From a dataset of the Open Reaction Database (ORD), a public repository of structured organic reaction records. describe an organic reaction: reactants, conditions, products, and yield Reactants: Cl.C(=C)C1=NC=C(C(=C1O)CO)CO (2-vinyl-3-hydroxy-4,5-dihydroxymethylpyridine hydrochloride), [OH-].[Na+] (sodium hydroxide), C(=S)=S (carbon disulfide). Yields the product C(=C)C1=NC=C(C(=C1O)CS)CO (2-vinyl-3-hydroxy-4-mercaptomethyl-5-hydroxymethylpyridine). Reaction SMILES: Cl.[CH:2]([C:4]1[C:9]([OH:10])=[C:8]([CH2:11]O)[C:7]([CH2:13][OH:14])=[CH:6][N:5]=1)=[CH2:3].[OH-].[Na+].C(=S)=[S:18]>>[CH:2]([C:4]1[C:9]([OH:10])=[C:8]([CH2:11][SH:18])[C:7]([CH2:13][OH:14])=[CH:6][N:5]=1)=[CH2:3] |f:0.1,2.3|. Reported procedure: The product from Step F is treated with sodium hydroxide and carbon disulfide as described in Example 1, Step C, to produce 2-vinyl-3-hydroxy-4-mercaptomethyl-5-hydroxymethylpyridine. Starting materials: CC(C)(C)OC(=O)N1CCC(C#N)CC1, C[Si](C)(C)[N-][Si](C)(C)C, Cc1ccccc1, Cc1cccc(F)n1, [K+]. Yields the product Cc1cccc(C2(C#N)CCN(C(=O)OC(C)(C)C)CC2)n1. As a reaction SMILES: [C:9](#[N:10])[CH:11]1[CH2:12][CH2:13][N:14]([C:17](=[O:18])[O:19][C:20]([CH3:21])([CH3:22])[CH3:23])[CH2:15][CH2:16]1.[CH3:25][Si:26]([N-:27][Si:28]([CH3:29])([CH3:30])[CH3:31])([CH3:32])[CH3:33].[CH3:34][c:35]1[cH:36][cH:37][cH:38][cH:39][cH:40]1.[F:1][c:2]1[n:3][c:4]([CH3:8])[cH:5][cH:6][cH:7]1.[K+:24]>>[c:2]1([C:11]2([C:9]#[N:10])[CH2:12][CH2:13][N:14]([C:17](=[O:18])[O:19][C:20]([CH3:21])([CH3:22])[CH3:23])[CH2:15][CH2:16]2)[n:3][c:4]([CH3:8])[cH:5][cH:6][cH:7]1. The reactants are CO, COC(=O)c1ccc(C(=O)OC)c(Cl)c1, Cl, [Li+], C1CCOC1, [OH-], O, O. Product: COC(=O)c1ccc(C(=O)O)cc1Cl. Reaction SMILES: [CH3:16][OH:17].[CH3:1][O:2][C:3](=[O:4])[c:5]1[c:6]([Cl:15])[cH:7][c:8]([C:11](=[O:12])[O:13][CH3:14])[cH:9][cH:10]1.[ClH:21].[Li+:20].[O:23]1[CH2:24][CH2:25][CH2:26][CH2:27]1.[OH-:19].[OH2:18].[OH2:22]>>[CH3:1][O:2][C:3](=[O:4])[c:5]1[c:6]([Cl:15])[cH:7][c:8]([C:11](=[O:12])[OH:13])[cH:9][cH:10]1. The reactants are ClC1=NC=CC=C1C1(CCC1)C#N (1-(2-Chloropyridin-3-yl)cyclobutanecarbonitrile), ClC1=NC=CC=C1C1(CCC1)C#N (1-(2-Chloropyridin-3-yl)cyclobutanecarbonitrile), S1C(=NC2=C1C=CC=C2)N[C@@H]2C[C@H](C2)N (Trans-N1-(benzo[d]thiazol-2-yl)cyclobutane-1,3-diamine), S1C(=NC2=C1C=CC=C2)N[C@@H]2C[C@H](C2)N (Trans-N1-(benzo[d]thiazol-2-yl)cyclobutane-1,3-diamine), [dicyclohexyl(2′,4′,6′-triisopropyl-3,6-dimethoxy-[1,1′-biphenyl]-2-yl)phosphine]2-(2-aminoethyl)phenyl, CC(C)([O-])C.[Na+] (sodium t-butoxide). The reagents and catalysts are [Pd](Cl)Cl (palladium(II) chloride). Run at temperature 90 celsius, time 5 hour. Yields the product S1C(=NC2=C1C=CC=C2)N[C@@H]2C[C@H](C2)N2C(C1(C=3C2=NC=CC3)CCC1)=O (1′-(trans-3-(benzo[d]thiazol-2-ylamino)cyclobutyl)spiro[cyclobutane-1,3′-pyrrolo[2,3-b]pyridin]-2′(1′H)-one). Yield: 30.0%. Reaction SMILES: Cl[C:2]1[C:7]([C:8]2([C:12]#[N:13])[CH2:11][CH2:10][CH2:9]2)=[CH:6][CH:5]=[CH:4][N:3]=1.[S:14]1[C:18]2[CH:19]=[CH:20][CH:21]=[CH:22][C:17]=2[N:16]=[C:15]1[NH:23][C@H:24]1[CH2:27][C@H:26](N)[CH2:25]1.CC(C)([O-:32])C.[Na+]>[Pd](Cl)Cl>[S:14]1[C:18]2[CH:19]=[CH:20][CH:21]=[CH:22][C:17]=2[N:16]=[C:15]1[NH:23][C@H:24]1[CH2:27][C@H:26]([N:13]2[C:2]3=[N:3][CH:4]=[CH:5][CH:6]=[C:7]3[C:8]3([CH2:11][CH2:10][CH2:9]3)[C:12]2=[O:32])[CH2:25]1 |f:2.3|. Reported procedure: 1-(2-Chloropyridin-3-yl)cyclobutanecarbonitrile (intermediate 19, 0.070 g, 0.363 mmol), (trans)-N1-(benzo[d]thiazol-2-yl)cyclobutane-1,3-diamine (intermediate 11, 0.080 g, 0.363 mmol), [dicyclohexyl(2′,4′,6′-triisopropyl-3,6-dimethoxy-[1,1′-biphenyl]-2-yl)phosphine]2-(2-aminoethyl)phenyl)palladium(II) chloride (0.015 g, 0.018 mmol), and sodium t-butoxide (0.096 ml, 0.780 mmol) were combined under argon in a ROUND BOTTOMED FLASK. Dry, sparged dioxane (0.8 mL) was added and the reaction heated at ... Starting materials: COC(=O)[C@H]1N(CC=2C=C3C(=CC2C1)OC[C@@H](O3)C3=CC=C(C=C3)O)[C@@H](CC)C3=CC=CC=C3 ((3S,8S)-3-(4-Hydroxy-phenyl)-7-((S)-1-phenyl-propyl)-2,3,6,7,8,9-hexahydro-[1,4]dioxino[2,3-g]isoquinoline-8-carboxylic acid methyl ester), ClC=1C=C(CBr)C=CC1 (3-chloro-benzyl bromide), ester. Yields the product ClC=1C=C(COC2=CC=C(C=C2)[C@@H]2OC=3C(=CC=4C[C@H](N(CC4C3)[C@@H](CC)C3=CC=CC=C3)C(=O)O)OC2)C=CC1 ((3S,8S)-3-[4-(3-chloro-benzyloxy)-phenyl]-7-((S)-1-phenyl-propyl)-2,3,6,7,8,9-hexahydro-[1,4]dioxino[2,3-g]isoquinoline-8-carboxylic acid). Reaction SMILES: C[O:2][C:3]([C@@H:5]1[CH2:14][C:13]2[CH:12]=[C:11]3[O:15][CH2:16][C@H:17]([C:19]4[CH:24]=[CH:23][C:22]([OH:25])=[CH:21][CH:20]=4)[O:18][C:10]3=[CH:9][C:8]=2[CH2:7][N:6]1[C@H:26]([C:29]1[CH:34]=[CH:33][CH:32]=[CH:31][CH:30]=1)[CH2:27][CH3:28])=[O:4].[Cl:35][C:36]1[CH:37]=[C:38]([CH:41]=[CH:42][CH:43]=1)[CH2:39]Br>>[Cl:35][C:36]1[CH:37]=[C:38]([CH:41]=[CH:42][CH:43]=1)[CH2:39][O:25][C:22]1[CH:23]=[CH:24][C:19]([C@H:17]2[CH2:16][O:15][C:11]3=[CH:12][C:13]4[CH2:14][C@@H:5]([C:3]([OH:2])=[O:4])[N:6]([C@H:26]([C:29]5[CH:34]=[CH:33][CH:32]=[CH:31][CH:30]=5)[CH2:27][CH3:28])[CH2:7][C:8]=4[CH:9]=[C:10]3[O:18]2)=[CH:20][CH:21]=1. Procedure details: (3S,8S)-3-(4-Hydroxy-phenyl)-7-((S)-1-phenyl-propyl)-2,3,6,7,8,9-hexahydro-[1,4]dioxino[2,3-g]isoquinoline-8-carboxylic acid methyl ester (20 mg) was reacted with 3-chloro-benzyl bromide according to General Procedure J and the resulting ester was hydrolyzed according to General Procedure AB to provide (3S,8S)-3-[4-(3-chloro-benzyloxy)-phenyl]-7-((S)-1-phenyl-propyl)-2,3,6,7,8,9-hexahydro-[1,4]dioxino[2,3-g]isoquinoline-8-carboxylic acid (20 mg). The title compound (18 mg) was prepared from (3S,... The yield is 38.9%. Procedure: A solution of N-[2-(biphenyl-4-yl)-2-oxoethyl] L-proline (54 mg, 0.17 mmol, 1.0 eq), N-ethylmorpholine (133 uL, 1.04 mmol, 6 eq) in acetonitrile (0.5 mL) was cooled to 0° C. and treated with a 50% solution of 1-n-propylphosphonic acid cyclic anhydride in dichloromethane (180 uL, 0.27 mmol, 1.6 eq) followed by the L-methionine benzylamide (71.36 mg, 0.30 mmol, 1.7 eq). Purification by HPLC provided 35 mg (38%) of L-methionine, N-[1-(2-(biphenyl-4-yl)-2-oxoethyl)-L-prolyl] benzylamide. Reactants: C1(=CC=C(C=C1)C(CN1[C@H](C(=O)O)CCC1)=O)C1=CC=CC=C1 (N-[2-(biphenyl-4-yl)-2-oxoethyl] L-proline), C(C)N1CCOCC1 (N-ethylmorpholine), solution, 1-n-propylphosphonic acid cyclic anhydride, ClCCl (dichloromethane), C(C1=CC=CC=C1)NC([C@@H](N)CCSC)=O (L-methionine benzylamide). The product is C1(=CC=C(C=C1)C(CN1[C@H](C(=O)N(C([C@@H](N)CCSC)=O)CC2=CC=CC=C2)CCC1)=O)C1=CC=CC=C1 (L-methionine, N-[1-(2-(biphenyl-4-yl)-2-oxoethyl)-L-prolyl] benzylamide). Solvent: C(C)#N (acetonitrile). As a reaction SMILES: [C:1]1([C:18]2[CH:23]=[CH:22][CH:21]=[CH:20][CH:19]=2)[CH:6]=[CH:5][C:4]([C:7](=[O:17])[CH2:8][N:9]2[CH2:16][CH2:15][CH2:14][C@H:10]2[C:11](O)=[O:12])=[CH:3][CH:2]=1.C(N1CCOCC1)C.ClCCl.[CH2:35]([NH:42][C:43](=[O:50])[C@H:44]([CH2:46][CH2:47][S:48][CH3:49])[NH2:45])[C:36]1[CH:41]=[CH:40][CH:39]=[CH:38][CH:37]=1>C(#N)C>[C:1]1([C:18]2[CH:19]=[CH:20][CH:21]=[CH:22][CH:23]=2)[CH:2]=[CH:3][C:4]([C:7](=[O:17])[CH2:8][N:9]2[CH2:16][CH2:15][CH2:14][C@H:10]2[C:11]([N:42]([CH2:35][C:36]2[CH:41]=[CH:40][CH:39]=[CH:38][CH:37]=2)[C:43](=[O:50])[C@H:44]([CH2:46][CH2:47][S:48][CH3:49])[NH2:45])=[O:12])=[CH:5][CH:6]=1. Reactants: C(OCC)(OCC)=O (diethyl carbonate), C(CCCCC)C(=O)C (methyl hexyl ketone), [H-].[Na+] (sodium hydride). Solvent: O1CCOCC1 (dioxane), O1CCOCC1 (dioxane). Product: C(CCCCC)C(C(=O)OCC)=O (ethyl hexylketoacetate). Isolated yield 62.5%. As a reaction SMILES: [CH2:1]([C:7](C)=[O:8])[CH2:2][CH2:3][CH2:4][CH2:5][CH3:6].[C:10](=[O:17])([O:14][CH2:15][CH3:16])OCC.[H-].[Na+]>O1CCOCC1>[CH2:1]([C:7](=[O:8])[C:10]([O:14][CH2:15][CH3:16])=[O:17])[CH2:2][CH2:3][CH2:4][CH2:5][CH3:6] |f:2.3|. Procedure details: A solution of 20.0 g of methyl hexyl ketone in 100 ml of dioxane was dropped into a solution comprising 210 ml of diethyl carbonate, 12.8 g of sodium hydride dispersed in oil at a concentration of 60% by weight and 100 ml of dioxane in an argon atmosphere, and the mixture was refluxed overnight. Then, the solvent was removed and the residue was distilled under a reduced pressure to obtain 20.0 g of ethyl hexylketoacetate having a boiling point of 83° C. under 0.65 mmHg. The yield was 62.5%